From a dataset of the Open Reaction Database (ORD), a public repository of structured organic reaction records. describe an organic reaction: reactants, conditions, products, and yield Reactants: Cl (hydrochloric acid), C(C)C1=CC2=C(N(C(N(C2=O)CC(=O)C2=CC=C(C=C2)OC)=O)CC2=CC=C(C=C2)C2=C(C=CC=C2)C2=NOC(N2)=O)S1 (6-ethyl-3-[2-(4-methoxyphenyl)-2-oxoethyl]-1-{[2′-(5-oxo-4,5-dihydro-1,2,4-oxadiazol-3-yl)biphenyl-4-yl]methyl}thieno[2,3-d]pyrimidine-2,4(1H,3H)-dione), Cl.NOC(C)C (2-(aminooxy)propane hydrochloride), N1=CC=CC=C1 (pyridine). The solvent is O (water), C(Cl)(Cl)Cl (chloroform), C(C)O (ethanol). Run at temperature 100 celsius, time 16 hour. The product is C(C)C1=CC2=C(N(C(N(C2=O)CC(C2=CC=C(C=C2)OC)=NOC(C)C)=O)CC2=CC=C(C=C2)C2=C(C=CC=C2)C2=NOC(N2)=O)S1 (6-ethyl-3-[2-(isopropoxyimino)-2-(4-methoxyphenyl)ethyl]-1-{[2′-(5-oxo-4,5-dihydro-1,2,4-oxadiazol-3-yl)biphenyl-4-yl]methyl}thieno[2,3-d]pyrimidine-2,4(1H,3H)-dione), mixture. The yield is 80.0%. RXN SMILES: [CH2:1]([C:3]1[S:43][C:6]2[N:7]([CH2:24][C:25]3[CH:30]=[CH:29][C:28]([C:31]4[CH:36]=[CH:35][CH:34]=[CH:33][C:32]=4[C:37]4[NH:41][C:40](=[O:42])[O:39][N:38]=4)=[CH:27][CH:26]=3)[C:8](=[O:23])[N:9]([CH2:12][C:13]([C:15]3[CH:20]=[CH:19][C:18]([O:21][CH3:22])=[CH:17][CH:16]=3)=O)[C:10](=[O:11])[C:5]=2[CH:4]=1)[CH3:2].Cl.[NH2:45][O:46][CH:47]([CH3:49])[CH3:48].N1C=CC=CC=1.Cl>O.C(Cl)(Cl)Cl.C(O)C>[CH2:1]([C:3]1[S:43][C:6]2[N:7]([CH2:24][C:25]3[CH:26]=[CH:27][C:28]([C:31]4[CH:36]=[CH:35][CH:34]=[CH:33][C:32]=4[C:37]4[NH:41][C:40](=[O:42])[O:39][N:38]=4)=[CH:29][CH:30]=3)[C:8](=[O:23])[N:9]([CH2:12][C:13](=[N:45][O:46][CH:47]([CH3:49])[CH3:48])[C:15]3[CH:20]=[CH:19][C:18]([O:21][CH3:22])=[CH:17][CH:16]=3)[C:10](=[O:11])[C:5]=2[CH:4]=1)[CH3:2] |f:1.2|. Reported procedure: A mixture of 6-ethyl-3-[2-(4-methoxyphenyl)-2-oxoethyl]-1-{[2′-(5-oxo-4,5-dihydro-1,2,4-oxadiazol-3-yl)biphenyl-4-yl]methyl}thieno[2,3-d]pyrimidine-2,4(1H,3H)-dione (0.2 g), 2-(aminooxy)propane hydrochloride (0.052 g), pyridine (10 mL) and ethanol (10 mL) was stirred at 100° C. for 16 hr. To the reaction mixture were added chloroform and water, and the mixture was adjusted to pH 4 with 1N hydrochloric acid. The chloroform layer was washed with saturated brine, and dried over anhydrous magnesium ... Reactants: CS(=O)(=O)c1ccccc1S(=O)(=O)Cl, Nc1ccc2[nH]nc(-c3ccc(Cl)cc3)c2c1, C1CCOC1, O, c1ccncc1. The product is CS(=O)(=O)c1ccccc1S(=O)(=O)Nc1ccc2[nH]nc(-c3ccc(Cl)cc3)c2c1. RXN SMILES: [CH3:1][S:2](=[O:3])(=[O:4])[c:5]1[c:6]([S:11](=[O:12])(=[O:13])[Cl:14])[cH:7][cH:8][cH:9][cH:10]1.[NH2:15][c:16]1[cH:17][c:18]2[c:19](-[c:25]3[cH:26][cH:27][c:28]([Cl:31])[cH:29][cH:30]3)[n:20][nH:21][c:22]2[cH:23][cH:24]1.[O:39]1[CH2:40][CH2:41][CH2:42][CH2:43]1.[OH2:38].[cH:32]1[cH:33][cH:34][n:35][cH:36][cH:37]1>>[CH3:1][S:2](=[O:3])(=[O:4])[c:5]1[c:6]([S:11](=[O:12])(=[O:13])[NH:15][c:16]2[cH:17][c:18]3[c:19](-[c:25]4[cH:26][cH:27][c:28]([Cl:31])[cH:29][cH:30]4)[n:20][nH:21][c:22]3[cH:23][cH:24]2)[cH:7][cH:8][cH:9][cH:10]1. Reported procedure: HCl (g) was bubbled for 10 minutes through a solution of the product from Step 1 (3.90 g, 8.25 mmol) in DCM (83 mL). The solution stirred for 1 hour, and the DCM was removed in vacuo to give 3.55 g of the title compound as a white powder. LRMS ESI+ (M+H−2(HCl))+ 373.1, calcd for C20H25N2O5: 373.2. As a reaction SMILES: [ClH:1].[CH2:2]([O:4][C:5]1[CH:14]=[C:13]([O:15][C@H:16]2[CH2:20][N:19](C(OC(C)(C)C)=O)[C@H:18]([C:28]([O:30][CH3:31])=[O:29])[CH2:17]2)[C:12]2[C:7](=[CH:8][C:9]([O:34][CH3:35])=[C:10]([CH:32]=[CH2:33])[CH:11]=2)[N:6]=1)[CH3:3]>C(Cl)Cl>[ClH:1].[ClH:1].[CH2:2]([O:4][C:5]1[CH:14]=[C:13]([O:15][C@H:16]2[CH2:20][NH:19][C@H:18]([C:28]([O:30][CH3:31])=[O:29])[CH2:17]2)[C:12]2[C:7](=[CH:8][C:9]([O:34][CH3:35])=[C:10]([CH:32]=[CH2:33])[CH:11]=2)[N:6]=1)[CH3:3] |f:3.4.5|. The solvent is C(Cl)Cl (DCM). Product: Cl.Cl.C(C)OC1=NC2=CC(=C(C=C2C(=C1)O[C@@H]1C[C@H](NC1)C(=O)OC)C=C)OC (Methyl (4R)-4-[(2-ethoxy-7-methoxy-6-vinylquinolin-4-yl)oxy]-L-prolinate dihydrochloride). Reaction conditions: time 1 hour. Starting materials: Cl (HCl), C(C)OC1=NC2=CC(=C(C=C2C(=C1)O[C@@H]1C[C@H](N(C1)C(=O)OC(C)(C)C)C(=O)OC)C=C)OC (1-t-Butyl 2-methyl (2S,4R)-4-[(2-ethoxy-7-methoxy-6-vinylquinolin-4-yl)oxy]pyrrolidine-1,2-dicarboxylate). Run in C(C)N(CC)CC (triethylamine). Reagents/catalysts: Cl[Pd]([P](C1=CC=CC=C1)(C2=CC=CC=C2)C3=CC=CC=C3)([P](C4=CC=CC=C4)(C5=CC=CC=C5)C6=CC=CC=C6)Cl ((PPh3)2PdCl2). Yield: 59.8%. Reaction SMILES: Br[C:2]1[C:7]([NH2:8])=[CH:6][CH:5]=[C:4]([CH3:9])[N:3]=1.[C:10]([C:12]1[CH:17]=[CH:16][CH:15]=[C:14]([F:18])[CH:13]=1)#[CH:11]>C(N(CC)CC)C.Cl[Pd](Cl)([P](C1C=CC=CC=1)(C1C=CC=CC=1)C1C=CC=CC=1)[P](C1C=CC=CC=1)(C1C=CC=CC=1)C1C=CC=CC=1>[F:18][C:14]1[CH:13]=[C:12]([C:10]#[C:11][C:2]2[C:7]([NH2:8])=[CH:6][CH:5]=[C:4]([CH3:9])[N:3]=2)[CH:17]=[CH:16][CH:15]=1 |^1:28,47|. The product is FC=1C=C(C=CC1)C#CC1=NC(=CC=C1N)C ((2-(3-fluoro-phenylethynyl)-6-methyl-pyridin-3-yl)amine). The reactants are C(#C)C1=CC(=CC=C1)F (1-ethynyl-3-fluorobenzene), BrC1=NC(=CC=C1N)C ((2-bromo-6-methyl-pyridin-3-yl)amine). Procedure: Following the same procedure as described in Example 1, (2-bromo-6-methyl-pyridin-3-yl)amine (200 mg, 1.07 mmol) reacted with (PPh3)2PdCl2 (36 mg, 0.05 mmol), Cul (10 mg, 0.05 mmol) and 1-ethynyl-3-fluorobenzene (148 μl, 1.28 mmol) in triethylamine (5 ml). The crude residue was purified by flash chromatography (hexane/ethyl acetate 4:1) to yield 145 mg (0.64 mmol, 60%) of (2-(3-fluoro-phenylethynyl)-6-methyl-pyridin-3-yl)amine as a pale yellow solid. The hydrochloride of (2-(3-fluoro-phenylethyn... Starting materials: BrCCCCCBr (1,5-dibromopentane), N1CCCCCC1 (azepane). The solvent is [OH-].[Na+] (sodium hydroxide), O (water), [OH-].[Na+] (sodium hydroxide). Yields the product [Br-].C1CCCC[N+]12CCCCCC2 (6-azonia-spiro[5,6]dodecane bromide). RXN SMILES: [Br:1][CH2:2][CH2:3][CH2:4][CH2:5][CH2:6]Br.[NH:8]1[CH2:14][CH2:13][CH2:12][CH2:11][CH2:10][CH2:9]1>O.[OH-].[Na+]>[Br-:1].[CH2:2]1[N+:8]2([CH2:14][CH2:13][CH2:12][CH2:11][CH2:10][CH2:9]2)[CH2:6][CH2:5][CH2:4][CH2:3]1 |f:3.4,5.6|. Procedure: A slight excess of 1,5-dibromopentane was added dropwise to a solution of azepane and sodium hydroxide in water and stirred at reflux for several hours. The solution was then cooled to room temperature and diluted with aqueous sodium hydroxide. The reaction mixture was then extracted with chloroform, washed with water several times and evaporated to dryness to yield the white solid 6-azonia-spiro[5,6]dodecane bromide with a melting point of 260° C. 1H-NMR (300 MHz, D2O) δ 1.50 (m, 6H, CH2), 1.75...